Task: describe an organic reaction: reactants, conditions, products, and yield. Dataset: the Open Reaction Database (ORD), a public repository of structured organic reaction records The reactants are FC1=CC(=C(C=C1F)C1=C(C=NC=C1)NCC(F)(F)F)OC ([4-(4,5-difluoro-2-methoxy-phenyl)-pyridin-3-yl]-(2,2,2-trifluoro-ethyl)-amine), CN(S(=O)(=O)C=1C=C(C(=O)O)C=C(C1)C(F)(F)F)C (3-dimethylsulfamoyl-5-trifluoromethyl-benzoic acid). Product: FC1=CC(=C(C=C1F)C1=C(C=NC=C1)N(C(C1=CC(=CC(=C1)C(F)(F)F)S(N(C)C)(=O)=O)=O)CC(F)(F)F)OC (N-[4-(4,5-Difluoro-2-methoxy-phenyl)-pyridin-3-yl]-3-dimethylsulfamoyl-N-(2,2,2-trifluoro-ethyl)-5-trifluoromethyl-benzamide). As a reaction SMILES: [F:1][C:2]1[C:7]([F:8])=[CH:6][C:5]([C:9]2[CH:14]=[CH:13][N:12]=[CH:11][C:10]=2[NH:15][CH2:16][C:17]([F:20])([F:19])[F:18])=[C:4]([O:21][CH3:22])[CH:3]=1.[CH3:23][N:24]([CH3:41])[S:25]([C:28]1[CH:29]=[C:30]([CH:34]=[C:35]([C:37]([F:40])([F:39])[F:38])[CH:36]=1)[C:31](O)=[O:32])(=[O:27])=[O:26]>>[F:1][C:2]1[C:7]([F:8])=[CH:6][C:5]([C:9]2[CH:14]=[CH:13][N:12]=[CH:11][C:10]=2[N:15]([CH2:16][C:17]([F:18])([F:19])[F:20])[C:31](=[O:32])[C:30]2[CH:34]=[C:35]([C:37]([F:39])([F:38])[F:40])[CH:36]=[C:28]([S:25](=[O:26])(=[O:27])[N:24]([CH3:41])[CH3:23])[CH:29]=2)=[C:4]([O:21][CH3:22])[CH:3]=1. Procedure: The title compound was prepared in analogy to example 90, from [4-(4,5-difluoro-2-methoxy-phenyl)-pyridin-3-yl]-(2,2,2-trifluoro-ethyl)-amine (example 132, intermediate a) and 3-dimethylsulfamoyl-5-trifluoromethyl-benzoic acid (Buttpark Ltd.). The compound was purified by silica gel chromatography using a MPLC system (CombiFlash Companion, Isco Inc.) eluting with a gradient of CH2Cl2: EtOAc (100:0 to 90:10), followed by preparative HPLC using a gradient of methanol:water (10:50 to 95:5). Light b... Starting materials: [Na+].[Cl-] (NaCl), C1(CCCC1)CN1C2=CC=CC(=C2C=2C(=CC=CC12)O)C(N)=O (9-[(cyclopentyl)methyl]-4-hydroxy-5-carbamoyl carbazole), C(=O)([O-])[O-].[Cs+].[Cs+] (Cs2CO3), BrCC(=O)OC (methyl bromoacetate). Run in CCOC(=O)C (EtOAc), O (H2O), CN(C)C=O (DMF). Conditions: time 2 hour. Yields the product C1(CCCC1)CN1C2=CC=CC(=C2C=2C(=CC=CC12)OCC(=O)OC)C(N)=O ([9-[(Cyclopentyl)methyl]-5-carbamoylcarbazol-4-yl]oxyacetic acid, methyl ester). As a reaction SMILES: [CH:1]1([CH2:6][N:7]2[C:19]3[CH:18]=[CH:17][CH:16]=[C:15]([OH:20])[C:14]=3[C:13]3[C:8]2=[CH:9][CH:10]=[CH:11][C:12]=3[C:21](=[O:23])[NH2:22])[CH2:5][CH2:4][CH2:3][CH2:2]1.C([O-])([O-])=O.[Cs+].[Cs+].Br[CH2:31][C:32]([O:34][CH3:35])=[O:33].[Na+].[Cl-]>CN(C=O)C.CCOC(C)=O.O>[CH:1]1([CH2:6][N:7]2[C:19]3[CH:18]=[CH:17][CH:16]=[C:15]([O:20][CH2:31][C:32]([O:34][CH3:35])=[O:33])[C:14]=3[C:13]3[C:8]2=[CH:9][CH:10]=[CH:11][C:12]=3[C:21](=[O:23])[NH2:22])[CH2:2][CH2:3][CH2:4][CH2:5]1 |f:1.2.3,5.6|. Procedure details: A mixture of 9-[(cyclopentyl)methyl]-4-hydroxy-5-carbamoyl carbazole (45 mg, 0.146 mmol) and Cs2CO3 (120 mg; 0.365 mmol) in 2 mL of DMF was treated with methyl bromoacetate (0.018 mL; 0.19 mmol). The reaction was stirred for 2 hours at ambient temperature, then it was diluted with EtOAc and H2O (10 mL each). The aqueous layer was saturated with solid NaCl extracted with EtOAc (2×10 mL). The combined organic layers were washed with H2O (2×25 mL), dried over anhydrous Na2SO4, filtered and concentr...